The task is: describe an organic reaction: reactants, conditions, products, and yield. This data is from the Open Reaction Database (ORD), a public repository of structured organic reaction records. Starting materials: C(C)(=O)O (acetic acid), CC1=NN(C(=C1)N)C1=C(C=CC=C1)C (3-methyl-1-(2-methylphenyl)-1H-pyrazol-5-amine), CC1=NN(C(=C1)N)C1=C(C=CC=C1)C (3-methyl-1-(2-methylphenyl)-1H-pyrazol-5-amine), BrC1=C(C(=O)N)C=CC=C1 (2-bromobenzamide), C([O-])([O-])=O.[K+].[K+] (potassium carbonate). Reagents/catalysts: C(C)(=O)[O-].[Cu+2].C(C)(=O)[O-] (copper (II) acetate). The solvent is CN(C)C=O (DMF). Conditions: temperature 150 celsius. The product is CC1=NN(C(=C1)NC1=C(C(=O)N)C=CC=C1)C1=C(C=CC=C1)C (2-{[3-methyl-1-(2-methylphenyl)-1H-pyrazol-5-yl]amino}benzamide). Yield: 21.6%. As a reaction SMILES: [CH3:1][C:2]1[CH:6]=[C:5]([NH2:7])[N:4]([C:8]2[CH:13]=[CH:12][CH:11]=[CH:10][C:9]=2[CH3:14])[N:3]=1.Br[C:16]1[CH:24]=[CH:23][CH:22]=[CH:21][C:17]=1[C:18]([NH2:20])=[O:19].C(=O)([O-])[O-].[K+].[K+].C(O)(=O)C>CN(C=O)C.C([O-])(=O)C.[Cu+2].C([O-])(=O)C>[CH3:1][C:2]1[CH:6]=[C:5]([NH:7][C:16]2[CH:24]=[CH:23][CH:22]=[CH:21][C:17]=2[C:18]([NH2:20])=[O:19])[N:4]([C:8]2[CH:13]=[CH:12][CH:11]=[CH:10][C:9]=2[CH3:14])[N:3]=1 |f:2.3.4,7.8.9|. Reported procedure: A mixture of 3-methyl-1-(2-methylphenyl)-1H-pyrazol-5-amine (Intermediate F, 1.00 g, 5.3 mmol), 2-bromobenzamide (1.07 g, 5.3 mmol), potassium carbonate (0.89 g, 6.4 mmol), and copper (II) acetate (39 mg, 0.2 mmol) in DMF (20 mL) was heated (150° C.) in a sealed tube for 18 h. After cooling, the solution was adjusted to pH=4 using glacial acetic acid. The reaction mixture was extracted with dichloromethane (3×20 mL), and then the combined organic extracts were washed with brine, dried over anhyd... The reactants are Cl (hydrochloric acid), [Na] (sodium), FC1=CC=C(C=C1)C1C(CN(CC1)C(=O)OC(C)(C)C)C(=O)OCC (1-tert-butyl 3-ethyl 4-(4-fluorophenyl)piperidine-1,3-dicarboxylate), [OH-].[Na+] (sodium hydroxide). The solvent is CO (methanol). Run at temperature 75 celsius, time 1 hour. The product is C(C)(C)(C)OC(=O)N1C[C@H]([C@@H](CC1)C1=CC=C(C=C1)F)C(=O)O ((±)-trans-1-(tert-butoxycarbonyl)-4-(4-fluorophenyl)piperidine-3-carboxylic acid). RXN SMILES: [Na].[F:2][C:3]1[CH:8]=[CH:7][C:6]([CH:9]2[CH2:14][CH2:13][N:12]([C:15]([O:17][C:18]([CH3:21])([CH3:20])[CH3:19])=[O:16])[CH2:11][CH:10]2[C:22]([O:24]CC)=[O:23])=[CH:5][CH:4]=1.[OH-].[Na+].Cl>CO>[C:18]([O:17][C:15]([N:12]1[CH2:13][CH2:14][C@@H:9]([C:6]2[CH:5]=[CH:4][C:3]([F:2])=[CH:8][CH:7]=2)[C@H:10]([C:22]([OH:24])=[O:23])[CH2:11]1)=[O:16])([CH3:21])([CH3:19])[CH3:20] |f:2.3,^1:0|. Reported procedure: Excess sodium metal was added to a stirred solution of the product of step E (0.651 g, 1.85 mmol) in methanol (5.0 mL) at ambient temperature, and the resulting solution was heated to 75° C. After approximately 1 h, 5 M sodium hydroxide (3.0 mL) was added and the reaction mixture heated to 100° C. for an additional 1 h. After cooling to room temperature, the reaction mixture was acidified to pH 5 with 2 N hydrochloric acid and extracted three times with methylene chloride. The combined organic e... Starting materials: CCCCc1ccc(NC(=O)CN(C)C)c([N+](=O)[O-])c1, CCO, [H][H], O=[Pt]. Yields the product CCCCc1ccc(NC(=O)CN(C)C)c(N)c1. As a reaction SMILES: [CH2:1]([CH2:2][CH2:3][CH3:4])[c:5]1[cH:6][c:7]([N+:18]([O-:19])=[O:20])[c:8]([NH:11][C:12]([CH2:13][N:14]([CH3:15])[CH3:16])=[O:17])[cH:9][cH:10]1.[CH3:25][CH2:26][OH:27].[H:21][H:22].[Pt:23]=[O:24]>>[CH2:1]([CH2:2][CH2:3][CH3:4])[c:5]1[cH:6][c:7]([NH2:18])[c:8]([NH:11][C:12]([CH2:13][N:14]([CH3:15])[CH3:16])=[O:17])[cH:9][cH:10]1. Starting materials: N#CCCCBr, O=C([O-])[O-], CCCCN1CCNCC1, CC#N, CCOC(C)=O, [K+], [K+], O. The product is CCCCN1CCN(CCCC#N)CC1. RXN SMILES: [Br:11][CH2:12][CH2:13][CH2:14][C:15]#[N:16].[C:17](=[O:18])([O-:19])[O-:20].[CH2:1]([CH2:2][CH2:3][CH3:4])[N:5]1[CH2:6][CH2:7][NH:8][CH2:9][CH2:10]1.[CH3:24][C:25]#[N:26].[CH3:27][CH2:28][O:29][C:30](=[O:31])[CH3:32].[K+:21].[K+:22].[OH2:23]>>[CH2:1]([CH2:2][CH2:3][CH3:4])[N:5]1[CH2:6][CH2:7][N:8]([CH2:12][CH2:13][CH2:14][C:15]#[N:16])[CH2:9][CH2:10]1. Starting materials: CC(C)(C)O, CCC12C=CCC1C1CCc3cc(OC(C)=O)ccc3C1CC2, ClCCCl, O=C(OO)c1ccc([N+](=O)[O-])cc1. Yields the product CCC12CCC3c4ccc(OC(C)=O)cc4CCC3C1CC1OC12. RXN SMILES: [C:14]([OH:15])([CH3:16])([CH3:17])[CH3:18].[C:19]([CH3:20])(=[O:21])[O:22][c:23]1[cH:24][c:25]2[c:39]([cH:40][cH:41]1)[CH:38]1[CH:28]([CH2:27][CH2:26]2)[CH:29]2[CH2:30][CH:31]=[CH:32][C:33]2([CH2:34][CH3:35])[CH2:36][CH2:37]1.[CH2:42]([Cl:43])[CH2:44][Cl:45].[N+:1](=[O:2])([c:3]1[cH:4][cH:5][c:6]([C:7]([O:8][OH:9])=[O:10])[cH:11][cH:12]1)[O-:13]>>[O:2]1[CH:31]2[CH2:30][CH:29]3[CH:28]4[CH2:27][CH2:26][c:25]5[cH:24][c:23]([O:22][C:19]([CH3:20])=[O:21])[cH:41][cH:40][c:39]5[CH:38]4[CH2:37][CH2:36][C:33]3([CH2:34][CH3:35])[CH:32]12. The reactants are BrC1=CC=C(C=C1)S (4-bromothiophenol), C(=O)([O-])[O-].[K+].[K+] (K2CO3), ClC(=C)CCl (2,3-Dichloro-1-propene). The product is BrC1=CC=C(SCC(=C)Cl)C=C1 (3-(4-Bromothiophenoxy)-2-chloro-1-propene). The yield is 66.9%. RXN SMILES: [Br:1][C:2]1[CH:7]=[CH:6][C:5]([SH:8])=[CH:4][CH:3]=1.C([O-])([O-])=O.[K+].[K+].[Cl:15][C:16]([CH2:18]Cl)=[CH2:17]>>[Br:1][C:2]1[CH:7]=[CH:6][C:5]([S:8][CH2:18][C:16]([Cl:15])=[CH2:17])=[CH:4][CH:3]=1 |f:1.2.3|. Procedure: According to the procedure of W. K. Anderson et al., J. Chem. Soc., Perkin 1, 1 (1976) a mixture of 4-bromothiophenol (40.0 g, 0.211 mol) and K2CO3 (35.3 g, 0.254 mol) was heated at reflux for 1 hour. 2,3-Dichloro-1-propene (23.5 g, 0.211 mol) was added. The resulting mixture was heated at reflux for 2 hours, cooled and concentrated. The mixture was diluted with H2O and extracted with ether (3×150 mL). The combined extracts were dried (MgSO4), and concentrated to give an oil. Distillation under ... Reactants: CS(C)=O, O=[N+]([O-])c1ccc(O)c(F)c1, [H-], Nc1cc(Cl)ncn1, [Na+], [Na+], [OH-]. The product is Nc1cc(Oc2ccc([N+](=O)[O-])cc2F)ncn1. RXN SMILES: [CH3:24][S:25](=[O:26])[CH3:27].[F:1][c:2]1[c:3]([OH:11])[cH:4][cH:5][c:6]([N+:8](=[O:9])[O-:10])[cH:7]1.[H-:12].[NH2:14][c:15]1[n:16][cH:17][n:18][c:19]([Cl:21])[cH:20]1.[Na+:13].[Na+:23].[OH-:22]>>[F:1][c:2]1[c:3]([O:11][c:19]2[n:18][cH:17][n:16][c:15]([NH2:14])[cH:20]2)[cH:4][cH:5][c:6]([N+:8](=[O:9])[O-:10])[cH:7]1.